This data is from the Open Reaction Database (ORD), a public repository of structured organic reaction records. The task is: describe an organic reaction: reactants, conditions, products, and yield The reactants are N1(C=NC=C1)C[C@H](C1=CC=CC=C1)OC1=C(C=2CCCC(C2C=C1)=O)CSC1=CC=C(C(=O)O)C=C1 (4-{[(2-{[(1S)-2-(1H-imidazol-1-yl)-1-phenylethyl]oxy}-5-oxo-5,6,7,8-tetrahydro-1-naphthalenyl)methyl]sulfanyl}benzoic acid), NCCO (2-aminoethanol). Product: OCCNC(C1=CC=C(C=C1)SCC1=C(C=CC=2C(CCCC12)=O)O[C@H](CN1C=NC=C1)C1=CC=CC=C1)=O (N-(2-Hydroxyethyl)-4-{[(2-{[(1S)-2-(1H-imidazol-1-yl)-1-phenylethyl]oxy}-5-oxo-5,6,7,8-tetrahydro-1-naphthalenyl)methyl]sulfanyl}benzamide). Yield: 83.1%. RXN SMILES: [N:1]1([CH2:6][C@@H:7]([O:14][C:15]2[CH:24]=[CH:23][C:22]3[C:21](=[O:25])[CH2:20][CH2:19][CH2:18][C:17]=3[C:16]=2[CH2:26][S:27][C:28]2[CH:36]=[CH:35][C:31]([C:32]([OH:34])=O)=[CH:30][CH:29]=2)[C:8]2[CH:13]=[CH:12][CH:11]=[CH:10][CH:9]=2)[CH:5]=[CH:4][N:3]=[CH:2]1.[NH2:37][CH2:38][CH2:39][OH:40]>>[OH:40][CH2:39][CH2:38][NH:37][C:32](=[O:34])[C:31]1[CH:30]=[CH:29][C:28]([S:27][CH2:26][C:16]2[C:17]3[CH2:18][CH2:19][CH2:20][C:21](=[O:25])[C:22]=3[CH:23]=[CH:24][C:15]=2[O:14][C@@H:7]([C:8]2[CH:9]=[CH:10][CH:11]=[CH:12][CH:13]=2)[CH2:6][N:1]2[CH:5]=[CH:4][N:3]=[CH:2]2)=[CH:36][CH:35]=1. Procedure details: Using the method in Example 172, 4-{[(2-{[(1S)-2-(1H-imidazol-1-yl)-1-phenylethyl]oxy}-5-oxo-5,6,7,8-tetrahydro-1-naphthalenyl)methyl]sulfanyl}benzoic acid (50 mg, 0.10 mmol, 0.20M in DMF) and 2-aminoethanol (31 mg, 0.50 mmol, 1.0M in DMF) were combined to give 45 mg of the desired compound: Low resolution mass spectrum (LC-MS, APCI) m/z 542 [M+H]+. Starting materials: O=C([O-])[O-], CCCCCC1CCC(CCCBr)CC1, CCC(C)=O, [K+], [K+], O=Cc1ccc(O)cc1. Product: CCCCCC1CCC(CCCOc2ccc(C=O)cc2)CC1. RXN SMILES: [C:25](=[O:26])([O-:27])[O-:28].[CH2:10]([CH2:11][CH2:12][CH2:13][CH3:14])[CH:15]1[CH2:16][CH2:17][CH:18]([CH2:21][CH2:22][CH2:23][Br:24])[CH2:19][CH2:20]1.[CH3:31][C:32](=[O:33])[CH2:34][CH3:35].[K+:29].[K+:30].[OH:1][c:2]1[cH:3][cH:4][c:5]([CH:6]=[O:7])[cH:8][cH:9]1>>[O:1]([c:2]1[cH:3][cH:4][c:5]([CH:6]=[O:7])[cH:8][cH:9]1)[CH2:23][CH2:22][CH2:21][CH:18]1[CH2:17][CH2:16][CH:15]([CH2:10][CH2:11][CH2:12][CH2:13][CH3:14])[CH2:20][CH2:19]1. Reactants: COCOC1=CC=C2C(C(COC2=C1)(CCC)C1=CC=C(C=C1)OCOC)CC=C ((3RS,4RS)-7-methoxymethoxy-3-(4-methoxymethoxyphenyl)-4-(2-propenyl)-3-propylchroman), FC(CCCCC(C(=O)OCC)CCCCCC=C)(C(F)(F)F)F (ethyl 2-(5,5,6,6,6-pentafluorohexyl)-8-nonenoate). Yields the product OC1=CC=C2C(C(COC2=C1)(CCC)C1=CC=C(C=C1)O)CCCCCCCCC(C(=O)O)CCCCC(C(F)(F)F)(F)F (10-[(3RS,4RS)-7-hydroxy-3-(4-hydroxyphenyl)-3-propylchroman-4-yl]-2-(5,5,6,6,6-pentafluorohexyl)decanoic acid). RXN SMILES: COC[O:4][C:5]1[CH:14]=[C:13]2[C:8]([CH:9]([CH2:28]C=C)[C:10]([C:18]3[CH:23]=[CH:22][C:21]([O:24]COC)=[CH:20][CH:19]=3)([CH2:15][CH2:16][CH3:17])[CH2:11][O:12]2)=[CH:7][CH:6]=1.[F:31][C:32]([F:54])([C:50]([F:53])([F:52])[F:51])[CH2:33][CH2:34][CH2:35][CH2:36][CH:37]([CH2:43][CH2:44][CH2:45][CH2:46][CH2:47][CH:48]=[CH2:49])[C:38]([O:40]CC)=[O:39]>>[OH:4][C:5]1[CH:14]=[C:13]2[C:8]([CH:9]([CH2:28][CH2:49][CH2:48][CH2:47][CH2:46][CH2:45][CH2:44][CH2:43][CH:37]([CH2:36][CH2:35][CH2:34][CH2:33][C:32]([F:31])([F:54])[C:50]([F:51])([F:52])[F:53])[C:38]([OH:40])=[O:39])[C:10]([C:18]3[CH:19]=[CH:20][C:21]([OH:24])=[CH:22][CH:23]=3)([CH2:15][CH2:16][CH3:17])[CH2:11][O:12]2)=[CH:7][CH:6]=1. Procedure details: Starting with (3RS,4RS)-7-methoxymethoxy-3-(4-methoxymethoxyphenyl)-4-(2-propenyl)-3-propylchroman prepared as in Example 21 and ethyl 2-(5,5,6,6,6-pentafluorohexyl)-8-nonenoate prepared separately, the same procedure as shown in Example 21 was repeated to give 10-[(3RS,4RS)-7-hydroxy-3-(4-hydroxyphenyl)-3-propylchroman-4-yl]-2-(5,5,6,6,6-pentafluorohexyl)decanoic acid. The reactants are CC#N, CN(C)C=O, CCN(C(C)C)C(C)C, Cl, O=C(O)C(F)(F)F, CCOC(=O)CN=C=O, O, c1cc2c3c(c1)c(-c1ccnc(NCC4CCNCC4)n1)cn3CCC2. Product: O=C([O-])C(F)(F)F, CCOC(=O)CNC(=O)N1CCC(CNc2nccc(-c3cn4c5c(cccc35)CCC4)n2)CC1. RXN SMILES: [C:54](#[N:55])[CH3:56].[CH3:57][N:58]([CH3:59])[CH:60]=[O:61].[CH:28]([N:29]([CH2:30][CH3:31])[CH:32]([CH3:33])[CH3:34])([CH3:35])[CH3:36].[ClH:1].[F:46][C:47]([C:48](=[O:49])[OH:50])([F:51])[F:52].[N:37](=[C:38]=[O:39])[CH2:40][C:41](=[O:42])[O:43][CH2:44][CH3:45].[OH2:53].[c:2]1(-[c:14]2[n:15][c:16]([NH:20][CH2:21][CH:22]3[CH2:23][CH2:24][NH:25][CH2:26][CH2:27]3)[n:17][cH:18][cH:19]2)[cH:3][n:4]2[c:13]3[c:8]([cH:9][cH:10][cH:11][c:12]13)[CH2:7][CH2:6][CH2:5]2>>[F:46][C:47]([C:48](=[O:49])[O-:50])([F:51])[F:52].[c:2]1(-[c:14]2[n:15][c:16]([NH:20][CH2:21][CH:22]3[CH2:23][CH2:24][N:25]([C:38]([NH:37][CH2:40][C:41](=[O:42])[O:43][CH2:44][CH3:45])=[O:39])[CH2:26][CH2:27]3)[n:17][cH:18][cH:19]2)[cH:3][n:4]2[c:13]3[c:8]([cH:9][cH:10][cH:11][c:12]13)[CH2:7][CH2:6][CH2:5]2.